Dataset: the Open Reaction Database (ORD), a public repository of structured organic reaction records. Task: describe an organic reaction: reactants, conditions, products, and yield Reactants: CCCCC1CCNCC1, CC#N, O=C1COc2ccccc2N1CCCCl, [I-], [K+], [K+], [Na+], O=C([O-])[O-]. Product: CCCCC1CCN(CCCN2C(=O)COc3ccccc32)CC1. RXN SMILES: [CH2:9]([CH2:10][CH2:11][CH3:12])[CH:13]1[CH2:14][CH2:15][NH:16][CH2:17][CH2:18]1.[CH3:34][C:35]#[N:36].[Cl:19][CH2:20][CH2:21][CH2:22][N:23]1[C:24](=[O:33])[CH2:25][O:26][c:27]2[c:28]1[cH:29][cH:30][cH:31][cH:32]2.[I-:1].[K+:3].[K+:4].[Na+:2].[O-:5][C:6]([O-:7])=[O:8]>>[CH2:9]([CH2:10][CH2:11][CH3:12])[CH:13]1[CH2:14][CH2:15][N:16]([CH2:20][CH2:21][CH2:22][N:23]2[C:24](=[O:33])[CH2:25][O:26][c:27]3[c:28]2[cH:29][cH:30][cH:31][cH:32]3)[CH2:17][CH2:18]1. Starting materials: CC(=O)[O-], CCO, CCC(=O)c1cc(Cl)ccc1NS(=O)(=O)C(F)(F)F, Cl, NOc1ccc(F)cc1, [Na+]. Product: CCC(=NOc1ccc(F)cc1)c1cc(Cl)ccc1NS(=O)(=O)C(F)(F)F. Reaction SMILES: [C:30]([O-:31])(=[O:32])[CH3:33].[CH3:35][CH2:36][OH:37].[Cl:1][c:2]1[cH:3][c:4]([C:16]([CH2:17][CH3:18])=[O:19])[c:5]([NH:8][S:9](=[O:10])(=[O:11])[C:12]([F:13])([F:14])[F:15])[cH:6][cH:7]1.[ClH:20].[F:21][c:22]1[cH:23][cH:24][c:25]([O:28][NH2:29])[cH:26][cH:27]1.[Na+:34]>>[Cl:1][c:2]1[cH:3][c:4]([C:16]([CH2:17][CH3:18])=[N:29][O:28][c:25]2[cH:24][cH:23][c:22]([F:21])[cH:27][cH:26]2)[c:5]([NH:8][S:9](=[O:10])(=[O:11])[C:12]([F:13])([F:14])[F:15])[cH:6][cH:7]1. Reactants: N1(CCCCC1)CC=1C=C(OCC(CNC2=NN=C3N2C=CC=C3)O)C=CC1 (1-[3-(1-piperidinylmethyl)phenoxy]-3-[(1,2,4-triazolo[4,3-a]pyridin-3-yl)amino]-2-propanol). The reagents and catalysts are catalyst. Run in C(C)O (ethanol). Conditions: time 8 hour. The product is N=1N=C(N2C1CCCC2)NCC(COC2=CC(=CC=C2)CN2CCCCC2)O (1-[(5,6,7,8-Tetrahydro-1,2,4-triazolo[4,3-a]pyridin-3-yl)amino]-3-[3-(1-piperidinylmethyl)phenoxy]-2-propanol). Isolated yield 71.5%. Reaction SMILES: [N:1]1([CH2:7][C:8]2[CH:9]=[C:10]([CH:26]=[CH:27][CH:28]=2)[O:11][CH2:12][CH:13]([OH:25])[CH2:14][NH:15][C:16]2[N:20]3[CH:21]=[CH:22][CH:23]=[CH:24][C:19]3=[N:18][N:17]=2)[CH2:6][CH2:5][CH2:4][CH2:3][CH2:2]1>C(O)C>[N:18]1[N:17]=[C:16]([NH:15][CH2:14][CH:13]([OH:25])[CH2:12][O:11][C:10]2[CH:26]=[CH:27][CH:28]=[C:8]([CH2:7][N:1]3[CH2:6][CH2:5][CH2:4][CH2:3][CH2:2]3)[CH:9]=2)[N:20]2[CH2:21][CH2:22][CH2:23][CH2:24][C:19]=12. Procedure: A solution of 1-[3-(1-piperidinylmethyl)phenoxy]-3-[(1,2,4-triazolo[4,3-a]pyridin-3-yl)amino]-2-propanol (252 mg) in absolute ethanol (25 ml) was hydrogenated over a 5% platinium on carbon catalyst (150 mg). After 8 h, additional catalyst (200 mg) was added and the mixture was hydrogenated for a further 8 h. The mixture was filtered through hyflo and the filtrate was evaporated to give a white solid which was recrystallised from ethyl acetate-methanol to give the title compound (182 mg) as white... Starting materials: BrCC(=O)OC (methyl bromoacetate), [H-].[Na+] (Sodium hydride), oil, C1(=CC=CC=C1)CN1C2=CC=CC(=C2C=2C(=CC(=CC12)C1=CC=C(C=C1)C(F)(F)F)O)C(N)=O (9-[(phenyl)methyl]-2-(4-trifluoromethylphenyl)-4-hydroxy-5-carbamoyl carbazole), resultant mixture. Solvent: C(C)(=O)OCC (ethyl acetate), CN(C)C=O (DMF), C1CCOC1 (THF). Run at time 7 minute. The product is C1(=CC=CC=C1)CN1C2=CC=CC(=C2C=2C(=CC(=CC12)C1=CC=C(C=C1)C(F)(F)F)OCC(=O)OC)C(N)=O ({9-[(phenyl)methyl]-2-(4-trifluoromethylphenyl)-5-carbamoylcarbazol-4-yl}oxyacetic acid, methyl ester). Yield: 84.0%. RXN SMILES: [H-].[Na+].[C:3]1([CH2:9][N:10]2[C:22]3[CH:21]=[C:20]([C:23]4[CH:28]=[CH:27][C:26]([C:29]([F:32])([F:31])[F:30])=[CH:25][CH:24]=4)[CH:19]=[C:18]([OH:33])[C:17]=3[C:16]3[C:11]2=[CH:12][CH:13]=[CH:14][C:15]=3[C:34](=[O:36])[NH2:35])[CH:8]=[CH:7][CH:6]=[CH:5][CH:4]=1.Br[CH2:38][C:39]([O:41][CH3:42])=[O:40]>CN(C=O)C.C1COCC1.C(OCC)(=O)C>[C:3]1([CH2:9][N:10]2[C:22]3[CH:21]=[C:20]([C:23]4[CH:28]=[CH:27][C:26]([C:29]([F:32])([F:31])[F:30])=[CH:25][CH:24]=4)[CH:19]=[C:18]([O:33][CH2:38][C:39]([O:41][CH3:42])=[O:40])[C:17]=3[C:16]3[C:11]2=[CH:12][CH:13]=[CH:14][C:15]=3[C:34](=[O:36])[NH2:35])[CH:8]=[CH:7][CH:6]=[CH:5][CH:4]=1 |f:0.1|. Reported procedure: 60% Sodium hydride in mineral oil (22 mg, 0.54 mM) was added to a solution of the 9-[(phenyl)methyl]-2-(4-trifluoromethylphenyl)-4-hydroxy-5-carbamoyl carbazole (0.20 g, 0.43 mM) in 15 mL DMF and 3 ml THF. After 7 minutes, methyl bromoacetate (56 μl, 0.59 mM) was added and the resultant mixture stirred at room temperature for 1 hour. The mixture was diluted with ethyl acetate and washed with H2O. The aqueous layer was extracted with ethyl acetate. The combined organic layers were extracted with ...